The task is: describe an organic reaction: reactants, conditions, products, and yield. This data is from the Open Reaction Database (ORD), a public repository of structured organic reaction records. Reactants: C(O)CN (ethanolamine), C(=O)(O)CCCCC1=CN(C2=CC=CC=C12)C=1C=NC=CC1 (3-(4-carboxybutyl)-N-(3-pyridyl)indole). Product: O1C(=NCC1)CCCCC1=CN(C2=CC=CC=C12)C=1C=NC=CC1 (3-[4-(4,5-dihydrooxazol-2-yl)butyl]-N-(3-pyridyl)indole). Reaction SMILES: [CH2:1]([CH2:3][NH2:4])[OH:2].[C:5]([CH2:8][CH2:9][CH2:10][CH2:11][C:12]1[C:20]2[C:15](=[CH:16][CH:17]=[CH:18][CH:19]=2)[N:14]([C:21]2[CH:22]=[N:23][CH:24]=[CH:25][CH:26]=2)[CH:13]=1)(O)=O>>[O:2]1[CH2:1][CH2:3][N:4]=[C:5]1[CH2:8][CH2:9][CH2:10][CH2:11][C:12]1[C:20]2[C:15](=[CH:16][CH:17]=[CH:18][CH:19]=2)[N:14]([C:21]2[CH:22]=[N:23][CH:24]=[CH:25][CH:26]=2)[CH:13]=1. Reported procedure: A solution of 6.1 g of ethanolamine and 2.94 g of 3-(4-carboxybutyl)-N-(3-pyridyl)indole are heated at 170° for 3 hours. Excess ethanolamine is removed by distillation under reduced pressure to yield 3-[4-(4,5-dihydrooxazol-2-yl)butyl]-N-(3-pyridyl)indole. Reactants: [H-].[Na+] (Sodium hydride), CO (methanol), BrC1=NC=C(C=C1)Br (2,5-Dibromopyridine). The product is BrC=1C=CC(=NC1)OC (5-bromo-2-methoxypyridine). As a reaction SMILES: [H-].[Na+].Br[C:4]1[CH:9]=[CH:8][C:7]([Br:10])=[CH:6][N:5]=1.[CH3:11][OH:12]>>[Br:10][C:7]1[CH:8]=[CH:9][C:4]([O:12][CH3:11])=[N:5][CH:6]=1 |f:0.1|. Procedure: Sodium hydride (2.0 g of a 60% dispersion in mineral oil) was added portionwise to methanol (30 ml) with stirring and cooling with an ice-bath. 2,5-Dibromopyridine (2.37 g) was added to the mixture and the mixture stirred at reflux for 16 hours. The methanol was removed by evaporation. Water (15 ml) was added to the residue and the mixture was extracted with dichloromethane (3×15 ml). The organic extracts were combined, dried (MgSO4) and evaporated to give 5-bromo-2-methoxypyridine (2.0 g) as an... The reactants are C(C=1C(O)=CC=CC1)(=O)O (salicylic acid), C(=O)(N1C=NC=C1)N1C=NC=C1 (1,1'-carbonyldiimidazole). The solvent is O1CCCC1 (tetrahydrofuran), O1CCCC1 (tetrahydrofuran). Conditions: time 1 hour. The product is NC1CN2CCC1CC2 (3-aminoquinuclidine), product. The yield is 52.0%. As a reaction SMILES: [C:1](O)(=O)[C:2]1C(=CC=C[CH:8]=1)O.[C:11]([N:18]1[CH:22]=[CH:21][N:20]=[CH:19]1)(N1C=CN=C1)=O>O1CCCC1>[NH2:20][CH:21]1[CH:2]2[CH2:8][CH2:11][N:18]([CH2:19][CH2:1]2)[CH2:22]1. Reported procedure: A solution of salicylic acid (3.46 g, 25 mmole) in anhydrous tetrahydrofuran (20 ml) under nitrogen is treated with 1,1'-carbonyldiimidazole (4.22 g, 26 mmole), stirred for one hour, then degassed with a stream of nitrogen. A solution of 3-aminoquinuclidine (from 30 mmole of dihydrochloride) in tetrahydrofuran (10 ml) is prepared, and the solution is added dropwise to the first solution. After 18 hours at room temperature, the reaction mixture is concentrated in vacuo and partitioned between met...